Dataset: the Open Reaction Database (ORD), a public repository of structured organic reaction records. Task: describe an organic reaction: reactants, conditions, products, and yield Starting materials: CCCCc1ccc(CN(CCCCCCOS(C)(=O)=O)C(=O)Nc2ccc(Cl)cc2C)cc1, CS(C)=O, N#C[Na], O. Product: CCCCc1ccc(CN(CCCCCCC#N)C(=O)Nc2ccc(Cl)cc2C)cc1. As a reaction SMILES: [CH2:1]([CH2:2][CH2:3][CH3:4])[c:5]1[cH:6][cH:7][c:8]([CH2:11][N:12]([C:13](=[O:14])[NH:15][c:16]2[c:17]([CH3:23])[cH:18][c:19]([Cl:22])[cH:20][cH:21]2)[CH2:24][CH2:25][CH2:26][CH2:27][CH2:28][CH2:29][O:30][S:31]([CH3:32])(=[O:33])=[O:34])[cH:9][cH:10]1.[CH3:38][S:39](=[O:40])[CH3:41].[Na:35][C:36]#[N:37].[OH2:42]>>[CH2:1]([CH2:2][CH2:3][CH3:4])[c:5]1[cH:6][cH:7][c:8]([CH2:11][N:12]([C:13](=[O:14])[NH:15][c:16]2[c:17]([CH3:23])[cH:18][c:19]([Cl:22])[cH:20][cH:21]2)[CH2:24][CH2:25][CH2:26][CH2:27][CH2:28][CH2:29][C:36]#[N:37])[cH:9][cH:10]1. Reactants: CCN=C=NCCCN(C)C, C=CCCC(O)CC1OC(=O)C1CCCCCC, CN(C)c1ccncc1, O=CNCC(=O)O, Cc1ccccc1C. Yields the product C=CCCC(CC1OC(=O)C1CCCCCC)OC(=O)CNC=O. RXN SMILES: [CH2:19]([N:20]=[C:21]=[N:22][CH2:23][CH2:24][CH2:25][N:26]([CH3:27])[CH3:28])[CH3:29].[CH2:1]([CH2:2][CH2:3][CH2:4][CH2:5][CH3:6])[CH:7]1[C:8](=[O:18])[O:9][CH:10]1[CH2:11][CH:12]([CH2:13][CH2:14][CH:15]=[CH2:16])[OH:17].[CH3:37][N:38]([CH3:39])[c:40]1[cH:41][cH:42][n:43][cH:44][cH:45]1.[CH:30](=[O:31])[NH:32][CH2:33][C:34](=[O:35])[OH:36].[c:46]1([CH3:47])[c:48]([CH3:49])[cH:50][cH:51][cH:52][cH:53]1>>[CH2:1]([CH2:2][CH2:3][CH2:4][CH2:5][CH3:6])[CH:7]1[C:8](=[O:18])[O:9][CH:10]1[CH2:11][CH:12]([CH2:13][CH2:14][CH:15]=[CH2:16])[O:17][C:34]([CH2:33][NH:32][CH:30]=[O:31])=[O:35]. The reactants are [OH-].[Na+] (NaOH), O (water), CN(CC(=O)N1CCC2=CC(=C(C=C12)NC=1N=C(C2=C(N1)N(C=C2)S(=O)(=O)C2=CC=C(C=C2)C)NC2=C(C(=O)NC)C(=CC(=C2)F)F)OC)C (2-({2-{[1-(N,N-dimethylglycyl)-5-(methyloxy)-2,3-dihydro-1H-indol-6-yl]amino}-7-[(4-methylphenyl)sulfonyl]-7H-pyrrolo[2,3-d]pyrimidin-4-yl}amino)-4,6-difluoro-N-methylbenzamide). Solvent: CCOC(=O)C (EtOAc), C1CCOC1 (THF), O1CCOCC1 (1,4 dioxane). Run at temperature 120 celsius, time 9 minute. Yields the product CN(CC(=O)N1CCC2=CC(=C(C=C12)NC1=NC(=C2C(N1)=NC=C2)NC2=C(C(=O)NC)C(=CC(=C2)F)F)OC)C (2-[(2-{[1-(N,N-dimethylglycyl)-5-(methyloxy)-2,3-dihydro-1H-indol-6-yl]amino}-1H-pyrrolo[2,3-d]pyrimidin-4-yl)amino]-4,6-difluoro-N-methylbenzamide). Yield: 90.3%. RXN SMILES: [CH3:1][N:2]([CH3:50])[CH2:3][C:4]([N:6]1[C:14]2[C:9](=[CH:10][C:11]([O:48][CH3:49])=[C:12]([NH:15][C:16]3[N:17]=[C:18]([NH:35][C:36]4[CH:45]=[C:44]([F:46])[CH:43]=[C:42]([F:47])[C:37]=4[C:38]([NH:40][CH3:41])=[O:39])[C:19]4[CH:24]=[CH:23][N:22](S(C5C=CC(C)=CC=5)(=O)=O)[C:20]=4[N:21]=3)[CH:13]=2)[CH2:8][CH2:7]1)=[O:5].[OH-].[Na+].O>O1CCOCC1.CCOC(C)=O.C1COCC1>[CH3:50][N:2]([CH3:1])[CH2:3][C:4]([N:6]1[C:14]2[C:9](=[CH:10][C:11]([O:48][CH3:49])=[C:12]([NH:15][C:16]3[NH:21][C:20]4=[N:22][CH:23]=[CH:24][C:19]4=[C:18]([NH:35][C:36]4[CH:45]=[C:44]([F:46])[CH:43]=[C:42]([F:47])[C:37]=4[C:38]([NH:40][CH3:41])=[O:39])[N:17]=3)[CH:13]=2)[CH2:8][CH2:7]1)=[O:5] |f:1.2|. Reported procedure: To a suspension of 2-({2-{[1-(N,N-dimethylglycyl)-5-(methyloxy)-2,3-dihydro-1H-indol-6-yl]amino}-7-[(4-methylphenyl)sulfonyl]-7H-pyrrolo[2,3-d]pyrimidin-4-yl}amino)-4,6-difluoro-N-methylbenzamide (0.950 g, 1.07 mmol) in 1,4 dioxane (10 mL) in a microwave vessel was added 6 N NaOH (10 ml) and water (3 mL). The resulting mixture was stirred in the microwave at 120° C. for 9 min. The reaction mixture was diluted with EtOAc and THF and the organic layer was washed with water and a saturated brine so... Starting materials: CN(C=1C=C(C=CC1)O)C (3-dimethylaminophenol), C([O-])([O-])=O.[K+].[K+] (potassium carbonate), CN(C=O)C (dimethylformamide), BrCCCC#N (4-Bromobutyronitrile). The solvent is O (water). Reaction conditions: time 5 hour. The product is CN(C=1C=C(OCCCC#N)C=CC1)C (4-(3-dimethylaminophenoxy)butyronitrile). Reaction SMILES: [CH3:1][N:2]([CH3:10])[C:3]1[CH:4]=[C:5]([OH:9])[CH:6]=[CH:7][CH:8]=1.C(=O)([O-])[O-].[K+].[K+].CN(C)C=O.Br[CH2:23][CH2:24][CH2:25][C:26]#[N:27]>O>[CH3:1][N:2]([CH3:10])[C:3]1[CH:4]=[C:5]([CH:6]=[CH:7][CH:8]=1)[O:9][CH2:23][CH2:24][CH2:25][C:26]#[N:27] |f:1.2.3|. Procedure: A suspension of 3-dimethylaminophenol (5 g), potassium carbonate (10.05 g) and dimethylformamide (85 ml) was stirred at room temperature for 5 hours. 4-Bromobutyronitrile (7.3 ml) was added and the suspension stirred for 17 hours. The reaction mixture was poured into water and extracted with ethyl acetate. The extracts were washed with water, dried and the solvent removed to yield 4-(3-dimethylaminophenoxy)butyronitrile. The reactants are C(C)(=O)OC(C)=O (acetic anhydride), 52.6, OC1=C(C=NO)C=C(C=C1)CCCCCCCCC (2-hydroxy-5-nonyl-benzaldoxime). Solvent: O (water). Run at time 1 hour. Product: 61.6, C(C)(=O)OC1=C(C#N)C=C(C=C1)CCCCCCCCC (2-acetoxy-5-nonylbenzonitrile). Reaction SMILES: [OH:1][C:2]1[CH:10]=[CH:9][C:8]([CH2:11][CH2:12][CH2:13][CH2:14][CH2:15][CH2:16][CH2:17][CH2:18][CH3:19])=[CH:7][C:3]=1[CH:4]=[N:5]O.[C:20](OC(=O)C)(=[O:22])[CH3:21]>O>[C:20]([O:1][C:2]1[CH:10]=[CH:9][C:8]([CH2:11][CH2:12][CH2:13][CH2:14][CH2:15][CH2:16][CH2:17][CH2:18][CH3:19])=[CH:7][C:3]=1[C:4]#[N:5])(=[O:22])[CH3:21]. Procedure details: A solution of 52.6 parts of 2-hydroxy-5-nonyl-benzaldoxime (in which the nonyl group is a mixture of branched chain isomers; prepared as described in Example 1 of Belgian Pat. No. 796835) in 60 parts of acetic anhydride was stirred and boiled for 1 hour. The cooled solution was poured into water, stirred for 30 minutes and extracted into 2 × 150 parts of chloroform. The extracts were washed with water, dried over anhydrous magnesium sulphate and evaporated at 50° C under vacuum to yield 61.6 par...